Dataset: the Open Reaction Database (ORD), a public repository of structured organic reaction records. Task: describe an organic reaction: reactants, conditions, products, and yield Reactants: O1CC(CCC1)C=1C(=NC=CN1)OC1=CC=C(N)C=C1 (4-(3-(Tetrahydro-2H-pyran-3-yl)pyrazin-2-yloxy)aniline), ClC1=NC=CC=C1 (2-chloropyridine). Solvent: C([O-])(O)=O.[Na+] (sodium bicarbonate). Conditions: temperature 120 celsius, time 45 minute. Yields the product O1CC(CCC1)C=1C(=NC=CN1)OC1=CC=C(C=C1)NC1=NC=CC=C1 (N-(4-(3-(tetrahydro-2H-pyran-3-yl)pyrazin-2-yloxy)phenyl)pyridin-2-amine). RXN SMILES: [O:1]1[CH2:6][CH2:5][CH2:4][CH:3]([C:7]2[C:8]([O:13][C:14]3[CH:20]=[CH:19][C:17]([NH2:18])=[CH:16][CH:15]=3)=[N:9][CH:10]=[CH:11][N:12]=2)[CH2:2]1.Cl[C:22]1[CH:27]=[CH:26][CH:25]=[CH:24][N:23]=1>C(=O)(O)[O-].[Na+]>[O:1]1[CH2:6][CH2:5][CH2:4][CH:3]([C:7]2[C:8]([O:13][C:14]3[CH:20]=[CH:19][C:17]([NH:18][C:22]4[CH:27]=[CH:26][CH:25]=[CH:24][N:23]=4)=[CH:16][CH:15]=3)=[N:9][CH:10]=[CH:11][N:12]=2)[CH2:2]1 |f:2.3|. Reported procedure: 4-(3-(Tetrahydro-2H-pyran-3-yl)pyrazin-2-yloxy)aniline (0.10 g, 0.38 mmol) and 2-chloropyridine (0.072 mL, 0.76 mmol) were mixed together neat in a microwave tube. The tube was sealed and stirred at 120° C. for 45 min before being warmed to 160° C. and stirred for 2 h. The reaction mixture was cooled to room temperature, diluted with sat. sodium bicarbonate, and extracted with EtOAc (2×). The combined organic layers were washed with sat. sodium chloride, dried over magnesium sulfate, filtered, a... Starting materials: N(N)C=1C=NC=CN1 (3-hydrazinopyrazine), O=C(C(CC(=O)OC)C(=O)C1=CC=CC=C1)C (methyl 4-oxo-3-(phenylcarbonyl)pentanoate). The solvent is C(C)O (ethanol). Conditions: temperature 135 celsius. The product is COC(CC=1C(=NN(C1C1=CC=CC=C1)C1=NC=CN=C1)C)=O (Methyl[3-methyl-5-phenyl-1-(pyrazin-2-yl)-1H-pyrazol-4-yl]acetate). As a reaction SMILES: [NH:1]([C:3]1[CH:4]=[N:5][CH:6]=[CH:7][N:8]=1)[NH2:2].O=[C:10]([CH3:25])[CH:11]([C:17]([C:19]1[CH:24]=[CH:23][CH:22]=[CH:21][CH:20]=1)=O)[CH2:12][C:13]([O:15][CH3:16])=[O:14]>C(O)C>[CH3:16][O:15][C:13](=[O:14])[CH2:12][C:11]1[C:10]([CH3:25])=[N:2][N:1]([C:3]2[CH:4]=[N:5][CH:6]=[CH:7][N:8]=2)[C:17]=1[C:19]1[CH:20]=[CH:21][CH:22]=[CH:23][CH:24]=1. Procedure: 0.378 g (3.330 mmol) of 3-hydrazinopyrazine in 12.5 ml of ethanol was added to 0.600 g (2.561 mmol) of methyl 4-oxo-3-(phenylcarbonyl)pentanoate, and the mixture was heated at 135° C. in a sealed vessel in a microwave oven for 1.5 h. The solvent was removed under reduced pressure, and the residue was taken up in dichloromethane and washed twice with in each case 25 ml of water. The combined organic phases were dried over sodium sulfate and the solvent was removed under reduced pressure. Chromato... Reactants: COC(=O)C(O)=CC(=O)N(C)Cc1ccc(F)cc1, NCCc1ccc(Cl)cc1Cl, CN1CC(C(=O)N(C)Cc2ccc(F)cc2)=C(O)C1=O. The product is CN(Cc1ccc(F)cc1)C(=O)C1=C(O)C(=O)N(CCc2ccc(Cl)cc2Cl)C1. As a reaction SMILES: [CH3:1][O:2][C:3](=[O:4])[C:5]([OH:6])=[CH:7][C:8](=[O:9])[N:10]([CH2:11][c:12]1[cH:13][cH:14][c:15]([F:16])[cH:17][cH:18]1)[CH3:19].[Cl:20][c:21]1[c:22]([CH2:28][CH2:29][NH2:30])[cH:23][cH:24][c:25]([Cl:27])[cH:26]1.[F:31][c:32]1[cH:33][cH:34][c:35]([CH2:36][N:37]([C:38](=[O:39])[C:40]2=[C:44]([OH:45])[C:43](=[O:46])[N:42]([CH3:47])[CH2:41]2)[CH3:48])[cH:49][cH:50]1>>[Cl:20][c:21]1[c:22]([CH2:28][CH2:29][N:30]2[CH2:41][C:40]([C:38]([N:37]([CH2:36][c:35]3[cH:34][cH:33][c:32]([F:31])[cH:50][cH:49]3)[CH3:48])=[O:39])=[C:44]([OH:45])[C:43]2=[O:46])[cH:23][cH:24][c:25]([Cl:27])[cH:26]1. Reactants: solution, C1(=CC=CC=C1)[Mg]Br (phenyl-magnesium bromide), C(C)(=O)C=1N=CNC1C (4-acetyl-5-methyl-imidazole). The solvent is CCOCC (ether), O1CCCC1 (tetrahydrofuran). Product: CC1=C(NC=N1)C(C)(O)C1=CC=CC=C1 (1-(5-methyl-3H-imidazol-4-yl)-1-phenyl-ethanol). As a reaction SMILES: [C:1]1([Mg]Br)[CH:6]=[CH:5][CH:4]=[CH:3][CH:2]=1.[C:9]([C:12]1[N:13]=[CH:14][NH:15][C:16]=1[CH3:17])(=[O:11])[CH3:10]>CCOCC.O1CCCC1>[CH3:17][C:16]1[N:15]=[CH:14][NH:13][C:12]=1[C:9]([C:1]1[CH:6]=[CH:5][CH:4]=[CH:3][CH:2]=1)([OH:11])[CH3:10]. Reported procedure: A 3.0 M solution of phenyl-magnesium bromide (1.3 ml, 4 mmol) in ether was added to a solution of 0.25 g (2.0 mmol) 4-acetyl-5-methyl-imidazole in 20 ml dry tetrahydrofuran at ambient temperature. The mixture was refluxed for 2 h. The solvents are evaporated and the organics are extracted twice with ethyl acetate. The combined organic extracts are concentrated and the residue was purified by flash chromatography (silica gel, dichloromethane/methanol 95:5) to yield a product mainly containing 1-(... Reactants: CCOC(C)=O, CCO, CO, [H][H], [N-]=[N+]=NCc1ccc(C(c2cc(F)ccc2F)S(=O)(=O)c2ccc(Cl)cc2)nc1. The product is NCc1ccc(C(c2cc(F)ccc2F)S(=O)(=O)c2ccc(Cl)cc2)nc1. As a reaction SMILES: [CH3:30][CH2:31][O:32][C:33](=[O:34])[CH3:35].[CH3:36][CH2:37][OH:38].[CH3:41][OH:42].[H:39][H:40].[N:1](=[N+:2]=[N-:3])[CH2:4][c:5]1[cH:6][cH:7][c:8]([CH:11]([c:12]2[c:13]([F:19])[cH:14][cH:15][c:16]([F:18])[cH:17]2)[S:20](=[O:21])(=[O:22])[c:23]2[cH:24][cH:25][c:26]([Cl:29])[cH:27][cH:28]2)[n:9][cH:10]1>>[NH2:1][CH2:4][c:5]1[cH:6][cH:7][c:8]([CH:11]([c:12]2[c:13]([F:19])[cH:14][cH:15][c:16]([F:18])[cH:17]2)[S:20](=[O:21])(=[O:22])[c:23]2[cH:24][cH:25][c:26]([Cl:29])[cH:27][cH:28]2)[n:9][cH:10]1. Starting materials: CCOC(=O)CN(C(C)=O)c1ccc(-c2cc(=O)c3c(N)c(F)cc(F)c3o2)cc1F, CN(C)C=O, [H-], CCCCCCI, [Na+], O=C(O)CC(O)(CC(=O)O)C(=O)O. The product is CCCCCCNc1c(F)cc(F)c2oc(-c3ccc(N(CC(=O)OCC)C(C)=O)c(F)c3)cc(=O)c12. RXN SMILES: [C:1]([CH3:2])(=[O:3])[N:4]([CH2:5][C:6](=[O:7])[O:8][CH2:9][CH3:10])[c:11]1[c:12]([F:31])[cH:13][c:14](-[c:17]2[o:18][c:19]3[c:20]([c:21](=[O:23])[cH:22]2)[c:24]([NH2:30])[c:25]([F:29])[cH:26][c:27]3[F:28])[cH:15][cH:16]1.[CH3:54][N:55]([CH3:56])[CH:57]=[O:58].[H-:32].[I:34][CH2:35][CH2:36][CH2:37][CH2:38][CH2:39][CH3:40].[Na+:33].[OH:41][C:42]([CH2:43][C:44]([C:45](=[O:46])[OH:47])([CH2:48][C:49](=[O:50])[OH:51])[OH:52])=[O:53]>>[C:1]([CH3:2])(=[O:3])[N:4]([CH2:5][C:6](=[O:7])[O:8][CH2:9][CH3:10])[c:11]1[c:12]([F:31])[cH:13][c:14](-[c:17]2[o:18][c:19]3[c:20]([c:21](=[O:23])[cH:22]2)[c:24]([NH:30][CH2:35][CH2:36][CH2:37][CH2:38][CH2:39][CH3:40])[c:25]([F:29])[cH:26][c:27]3[F:28])[cH:15][cH:16]1. The reactants are COc1ccc(Br)cc1C=CC(=O)O, CCN(C(C)C)C(C)C, NCCN1CCC(Cc2ccc(F)cc2)CC1, CN(C)C=O. Product: COc1ccc(Br)cc1C=CC(=O)NCCN1CCC(Cc2ccc(F)cc2)CC1. As a reaction SMILES: [Br:1][c:2]1[cH:3][cH:4][c:5]([O:13][CH3:14])[c:6]([CH:8]=[CH:9][C:10](=[O:11])[OH:12])[cH:7]1.[CH:15]([N:16]([CH:17]([CH3:18])[CH3:19])[CH2:20][CH3:21])([CH3:22])[CH3:23].[F:24][c:25]1[cH:26][cH:27][c:28]([CH2:29][CH:30]2[CH2:31][CH2:32][N:33]([CH2:36][CH2:37][NH2:38])[CH2:34][CH2:35]2)[cH:39][cH:40]1.[O:41]=[CH:42][N:43]([CH3:44])[CH3:45]>>[Br:1][c:2]1[cH:3][cH:4][c:5]([O:13][CH3:14])[c:6]([CH:8]=[CH:9][C:10](=[O:12])[NH:38][CH2:37][CH2:36][N:33]2[CH2:32][CH2:31][CH:30]([CH2:29][c:28]3[cH:27][cH:26][c:25]([F:24])[cH:40][cH:39]3)[CH2:35][CH2:34]2)[cH:7]1. The reactants are CC(=O)O, CC(C)C(=O)Nc1cccc(C2CCNCC2)c1, O=Cc1cccc2cc[nH]c12. Yields the product CC(C)C(=O)Nc1cccc(C2CCN(Cc3cccc4cc[nH]c34)CC2)c1. RXN SMILES: [C:30]([OH:31])(=[O:32])[CH3:33].[CH3:12][CH:13]([C:14](=[O:15])[NH:16][c:17]1[cH:18][c:19]([CH:23]2[CH2:24][CH2:25][NH:26][CH2:27][CH2:28]2)[cH:20][cH:21][cH:22]1)[CH3:29].[nH:1]1[cH:2][cH:3][c:4]2[cH:5][cH:6][cH:7][c:8]([CH:10]=[O:11])[c:9]12>>[nH:1]1[cH:2][cH:3][c:4]2[cH:5][cH:6][cH:7][c:8]([CH2:10][N:26]3[CH2:25][CH2:24][CH:23]([c:19]4[cH:18][c:17]([NH:16][C:14]([CH:13]([CH3:12])[CH3:29])=[O:15])[cH:22][cH:21][cH:20]4)[CH2:28][CH2:27]3)[c:9]12.